From a dataset of the Open Reaction Database (ORD), a public repository of structured organic reaction records. describe an organic reaction: reactants, conditions, products, and yield Starting materials: C(C)C1(OC(NC2=C1C=C(C=C2)[N+](=O)[O-])=O)CC (4,4-diethyl-6-nitro-1,4-dihydro-2H-3,1-benzoxazin-2-one), [H-].[Na+] (sodium hydride), CI (methyl iodide). The solvent is CN(C)C=O (DMF). Reaction conditions: time 20 minute. The product is C(C)C1(OC(N(C2=C1C=C(C=C2)[N+](=O)[O-])C)=O)CC (4,4-diethyl-1-methyl-6-nitro-1,4-dihydro-2H-3,1-benzoxazin-2-one), solid. The yield is 71.0%. As a reaction SMILES: [CH2:1]([C:3]1([CH2:17][CH3:18])[C:8]2[CH:9]=[C:10]([N+:13]([O-:15])=[O:14])[CH:11]=[CH:12][C:7]=2[NH:6][C:5](=[O:16])[O:4]1)[CH3:2].[H-].[Na+].[CH3:21]I>CN(C=O)C>[CH2:17]([C:3]1([CH2:1][CH3:2])[C:8]2[CH:9]=[C:10]([N+:13]([O-:15])=[O:14])[CH:11]=[CH:12][C:7]=2[N:6]([CH3:21])[C:5](=[O:16])[O:4]1)[CH3:18] |f:1.2|. Procedure details: To a stirred solution of 4,4-diethyl-6-nitro-1,4-dihydro-2H-3,1-benzoxazin-2-one (5.00 g, 19.98 mmol) in DMF (30 mL) at 0° C. was added sodium hydride (1.20 g-60%, 29.97 mmol). After 20 minutes, methyl iodide (3.8 mL, 61.00 mmol) was added and the reaction was warmed to room temperature. After stirring for one hour, the reaction was quenched with ammonium chloride (sat.) and extracted with ethyl acetate (3×50 mL). The combined organic layers were washed with brine repeatedly and dried over magne... Procedure: Production Example 9 was repeated except that 5-bromo-2-methoxytoluene and 1-phenethylpiperazine were replaced with 4-bromo-2,5-difluoroanisole (338 mg) and 4-(3-cyclohexylpropyl)-piperidine (953 mg), respectively. The resulting crude product was purified on silica gel column chromatography (eluent, hexane: ethyl acetate=3:1) to provide 4-(3-cyclohexylpropyl)-1-(2,5-difluoro-4-methoxyphenyl)piperidine (523 mg). The yield is 98.2%. Reactants: BrC=1C=CC(=C(C1)C)OC (5-bromo-2-methoxytoluene), C1(CCCCC1)CCCC1CCNCC1 (4-(3-cyclohexylpropyl)-piperidine), C(CC1=CC=CC=C1)N1CCNCC1 (1-phenethylpiperazine), BrC1=CC(=C(C=C1F)OC)F (4-bromo-2,5-difluoroanisole). Product: C1(CCCCC1)CCCC1CCN(CC1)C1=C(C=C(C(=C1)F)OC)F (4-(3-cyclohexylpropyl)-1-(2,5-difluoro-4-methoxyphenyl)piperidine). As a reaction SMILES: BrC1C=CC(OC)=C(C)C=1.C(N1CCNCC1)CC1C=CC=CC=1.Br[C:26]1[C:31]([F:32])=[CH:30][C:29]([O:33][CH3:34])=[C:28]([F:35])[CH:27]=1.[CH:36]1([CH2:42][CH2:43][CH2:44][CH:45]2[CH2:50][CH2:49][NH:48][CH2:47][CH2:46]2)[CH2:41][CH2:40][CH2:39][CH2:38][CH2:37]1>>[CH:36]1([CH2:42][CH2:43][CH2:44][CH:45]2[CH2:46][CH2:47][N:48]([C:26]3[CH:27]=[C:28]([F:35])[C:29]([O:33][CH3:34])=[CH:30][C:31]=3[F:32])[CH2:49][CH2:50]2)[CH2:37][CH2:38][CH2:39][CH2:40][CH2:41]1. Procedure: To a solution of 1.647 g (4.502 mmol) of 6-[4-(4-chlorobenzoyl)benzoyl]-4,5,6,7-tetrahydrofuro[2,3-c]pyridine in 30 ml of acetic acid, 0.56 ml (5.40 mmol) of diethylamine and 0.44 g (5.40 mmol) of 37% aqueous formaldehyde were added, followed by stirring at 100° C. for 2 hours. After the solvent was distilled off under reduced pressure, the residual solution was alkalified with aqueous sodium hydroxide and extracted with dichloromethane 3 times. The combined organic layer was dried over anhydrou... Run in C(C)(=O)O (acetic acid). Conditions: temperature 100 celsius, time 2 hour. Reactants: ClC1=CC=C(C(=O)C2=CC=C(C(=O)N3CC4=C(CC3)C=CO4)C=C2)C=C1 (6-[4-(4-chlorobenzoyl)benzoyl]-4,5,6,7-tetrahydrofuro[2,3-c]pyridine), C(C)NCC (diethylamine), C=O (formaldehyde). As a reaction SMILES: [Cl:1][C:2]1[CH:26]=[CH:25][C:5]([C:6]([C:8]2[CH:24]=[CH:23][C:11]([C:12]([N:14]3[CH2:19][CH2:18][C:17]4[CH:20]=[CH:21][O:22][C:16]=4[CH2:15]3)=[O:13])=[CH:10][CH:9]=2)=[O:7])=[CH:4][CH:3]=1.[CH2:27]([NH:29][CH2:30][CH3:31])[CH3:28].[CH2:32]=O>C(O)(=O)C>[CH2:27]([N:29]([CH2:32][C:21]1[O:22][C:16]2[CH2:15][N:14]([C:12](=[O:13])[C:11]3[CH:23]=[CH:24][C:8]([C:6](=[O:7])[C:5]4[CH:4]=[CH:3][C:2]([Cl:1])=[CH:26][CH:25]=4)=[CH:9][CH:10]=3)[CH2:19][CH2:18][C:17]=2[CH:20]=1)[CH2:30][CH3:31])[CH3:28]. Product: C(C)N(CC)CC1=CC2=C(CN(CC2)C(C2=CC=C(C=C2)C(C2=CC=C(C=C2)Cl)=O)=O)O1 (N,N-diethyl-[6-[4-(4-chlorobenzoyl)benzoyl]-4,5,6,7-tetrahydrofuro[2,3-c]pyridin-2-ylmethyl]amine). Reactants: O=C([O-])[O-], c1ccc2c(c1)CCNCC2, CSC(SC)=C(C#N)C#N, CS(C)=O, Cl, [K+], [K+]. The product is CSC(=C(C#N)C#N)N1CCc2ccccc2CC1. Reaction SMILES: [C:23](=[O:24])([O-:25])[O-:26].[CH2:12]1[CH2:13][NH:14][CH2:15][CH2:16][c:17]2[c:18]1[cH:19][cH:20][cH:21][cH:22]2.[CH3:1][S:2][C:3]([S:4][CH3:5])=[C:6]([C:7]#[N:8])[C:9]#[N:10].[CH3:29][S:30]([CH3:31])=[O:32].[ClH:11].[K+:27].[K+:28]>>[C:3]([S:4][CH3:5])(=[C:6]([C:7]#[N:8])[C:9]#[N:10])[N:14]1[CH2:13][CH2:12][c:18]2[c:17]([cH:22][cH:21][cH:20][cH:19]2)[CH2:16][CH2:15]1. Isolated yield 73.5%. Reactants: crude product, ice water, ClC1=CC(=CC=C1)C(=O)OO (m-chloroperbenzoic acid), ClC1=CC=C(C=C1)SCCCOC1=C(C=C(C=C1Cl)OCC=C(Cl)Cl)Cl (1-(3-(4-chlorophenylthio)propyloxy)-2,6-dichloro-4-(3,3-dichloro-2-propenyloxy)benzene). Reported procedure: A mixture of 0.50 g of 1-(3-(4-chlorophenylthio)propyloxy)-2,6-dichloro-4-(3,3-dichloro-2-propenyloxy)benzene and 20 ml of methylene chloride was stirred under cooling with ice-water, to which 0.26 g of m-chloroperbenzoic acid was added. After stirring at room temperature for 24 hours, the methylene chloride layer was separated, washed successively with saturated aqueous sodium sulfite solution, saturated aqueous sodium hydrogencarbonate solution and saturated saline solution, dried with magnesi... The product is ClC1=CC=C(C=C1)S(=O)CCCOC1=C(C=C(C=C1Cl)OCC=C(Cl)Cl)Cl (1-(3-(4-chlorophenylsulfinyl)propyloxy)-2,6-dichloro-4-(3,3-dichloro-2-propenyloxy)benzene). Run in C(Cl)Cl (methylene chloride). Reaction SMILES: [Cl:1][C:2]1[CH:7]=[CH:6][C:5]([S:8][CH2:9][CH2:10][CH2:11][O:12][C:13]2[C:18]([Cl:19])=[CH:17][C:16]([O:20][CH2:21][CH:22]=[C:23]([Cl:25])[Cl:24])=[CH:15][C:14]=2[Cl:26])=[CH:4][CH:3]=1.ClC1C=CC=C(C(OO)=[O:35])C=1>C(Cl)Cl>[Cl:1][C:2]1[CH:7]=[CH:6][C:5]([S:8]([CH2:9][CH2:10][CH2:11][O:12][C:13]2[C:18]([Cl:19])=[CH:17][C:16]([O:20][CH2:21][CH:22]=[C:23]([Cl:24])[Cl:25])=[CH:15][C:14]=2[Cl:26])=[O:35])=[CH:4][CH:3]=1. Reaction conditions: time 48 hour. Product: Cl.N1C=NC(=C1)CC1=NC(=NO1)C1=CN(C2=CC=CC=C12)C (5-[(1H-Imidazol-4-yl)methyl]-3-(1-methyl-1H-indol-3-yl)-1,2,4-oxadiazole hydrochloride). Procedure details: 3-(1-Methyl-1H-indol-3-yl)-5-[(1-triphenylmethyl-1H-imidazol-4-yl)methyl]-1,2,4-oxadiazole (1.25 g) was dissolved in methanolic hydrogen chloride solution (50 ml) and stirred at room temperature for 48 h. The title compound precipitated from solution as a white solid (0.92 g), m.p. 255°-257° C. Found: C, 56.95; H, 4.56; N, 21.99; Cl, 11.17; C15H13N5O.HCl requires C, 57.05; H, 4.47; N, 22.17; Cl, 11.22%; δH (360 MHz, DMSO-d6) 3.88 (3H, s, CH3), 4.61 (2H, s, CH2), 7.24 (1H, t, J=6.9 Hz, CH), 7.30 ... Reactants: CN1C=C(C2=CC=CC=C12)C1=NOC(=N1)CC=1N=CN(C1)C(C1=CC=CC=C1)(C1=CC=CC=C1)C1=CC=CC=C1 (3-(1-Methyl-1H-indol-3-yl)-5-[(1-triphenylmethyl-1H-imidazol-4-yl)methyl]-1,2,4-oxadiazole), Cl (hydrogen chloride). As a reaction SMILES: [CH3:1][N:2]1[C:10]2[C:5](=[CH:6][CH:7]=[CH:8][CH:9]=2)[C:4]([C:11]2[N:15]=[C:14]([CH2:16][C:17]3[N:18]=[CH:19][N:20](C(C4C=CC=CC=4)(C4C=CC=CC=4)C4C=CC=CC=4)[CH:21]=3)[O:13][N:12]=2)=[CH:3]1.[ClH:41]>>[ClH:41].[NH:20]1[CH:21]=[C:17]([CH2:16][C:14]2[O:13][N:12]=[C:11]([C:4]3[C:5]4[C:10](=[CH:9][CH:8]=[CH:7][CH:6]=4)[N:2]([CH3:1])[CH:3]=3)[N:15]=2)[N:18]=[CH:19]1 |f:2.3|. Starting materials: NC1=C2C=CC=C(C2=CC=C1)OC (5-amino-1-methoxynaphthalene), C1CCOC1 (THF), [H+].[B-](F)(F)(F)F (HBF4), N(=O)[O-].[Na+] (sodium nitrite). Solvent: CCOCC (ether), O (water), F[B-](F)(F)F.C(C)[N+]1=CN(C=C1)C (1-ethyl-3-methylimidazolium tetrafluoroborate). Reaction conditions: temperature 2.5 celsius, time 45 minute. The product is FC1=C2C=CC=C(C2=CC=C1)OC (5-fluoro-1-methoxynaphthalene). Isolated yield 30.0%. As a reaction SMILES: N[C:2]1[CH:11]=[CH:10][CH:9]=[C:8]2[C:3]=1[CH:4]=[CH:5][CH:6]=[C:7]2[O:12][CH3:13].C1COCC1.[H+].[B-](F)(F)(F)[F:21].N([O-])=O.[Na+]>O.F[B-](F)(F)F.C([N+]1C=CN(C)C=1)C.CCOCC>[F:21][C:2]1[CH:11]=[CH:10][CH:9]=[C:8]2[C:3]=1[CH:4]=[CH:5][CH:6]=[C:7]2[O:12][CH3:13] |f:2.3,4.5,7.8|. Procedure details: A stirred mixture of 6.8 g of 5-amino-1-methoxynaphthalene, 57 ml THF and 74 ml of 48-50% HBF4 was cooled in an ice/salt bath. To the stirred suspension was added dropwise a solution of 3.00 g of sodium nitrite in 6 ml of water. The mixture was stirred at 0-5° C. for 30 minutes after which 300 ml of ether was added. The mixture was stirred at 0-5° C. for 45 minutes after which it was filtered and the residue washed three times with dry ether. The resulting dark red solid was air dried overnight ...